From a dataset of the Open Reaction Database (ORD), a public repository of structured organic reaction records. describe an organic reaction: reactants, conditions, products, and yield Starting materials: C(CC)C1=CC=C(C=C1)C(=O)C=O (4-propylphenylglyoxal), N/C(=C(/C#N)\N)/C#N (diaminomaleonitrile), O (water). Reagents/catalysts: C1(=CC=C(C=C1)S(=O)(=O)O)C (p-toluenesulfonic acid). The solvent is C1=CC=CC=C1 (benzene). Product: C(#N)C1=NC=C(N=C1C#N)C1=CC=C(C=C1)CCC (2,3-Dicyano-5-(4-propylphenyl)pyrazine). The yield is 71.7%. Reaction SMILES: [CH2:1]([C:4]1[CH:9]=[CH:8][C:7]([C:10]([CH:12]=O)=O)=[CH:6][CH:5]=1)[CH2:2][CH3:3].[NH2:14]/[C:15](/[C:20]#[N:21])=[C:16](\[NH2:19])/[C:17]#[N:18].O>C1C=CC=CC=1.C1(C)C=CC(S(O)(=O)=O)=CC=1>[C:20]([C:15]1[C:16]([C:17]#[N:18])=[N:19][C:10]([C:7]2[CH:8]=[CH:9][C:4]([CH2:1][CH2:2][CH3:3])=[CH:5][CH:6]=2)=[CH:12][N:14]=1)#[N:21]. Reported procedure: This 4-propylphenylglyoxal (8.0 g, 0.05 mol) and diaminomaleonitrile (5.4 g, 0.05 mol) were dissolved in benzene (50 ml), followed by adding p-toluenesulfonic acid (0.05 g) to the solution, reacting them on heating under reflux for 3 hours, while distilling off water formed, allowing the reaction liquid to cool down to room temperature after completion of the reaction, adding water (50 ml), separating the resulting two layers, twice washing the benzene solution with 5% sodium bicarbonate solutio...